Dataset: the Open Reaction Database (ORD), a public repository of structured organic reaction records. Task: describe an organic reaction: reactants, conditions, products, and yield Starting materials: C(C=1C(O)=CC=CC1)(=O)NCCCCCCCCCC(=O)O (N-salicyloyl-10-aminodecanoic acid), [OH-].[Na+] (sodium hydroxide), [OH-].[Na+] (sodium hydroxide). Solvent: C(C)O (ethanol), C(C)O (ethanol). Run at temperature 40 celsius. Yields the product C(C)O.C(C=1C(O)=CC=CC1)(=O)NCCCCCCCCCC(=O)[O-].[Na+].[Na+].C(C=1C(O)=CC=CC1)(=O)NCCCCCCCCCC(=O)[O-] (Disodium N-salicyloyl-10-aminodecanoate Ethanol). Reaction SMILES: [C:1]([NH:10][CH2:11][CH2:12][CH2:13][CH2:14][CH2:15][CH2:16][CH2:17][CH2:18][CH2:19][C:20]([OH:22])=[O:21])(=[O:9])[C:2]1[C:3](=[CH:5][CH:6]=[CH:7][CH:8]=1)[OH:4].[OH-].[Na+:24]>C(O)C>[CH2:3]([OH:4])[CH3:2].[C:1]([NH:10][CH2:11][CH2:12][CH2:13][CH2:14][CH2:15][CH2:16][CH2:17][CH2:18][CH2:19][C:20]([O-:22])=[O:21])(=[O:9])[C:2]1[C:3](=[CH:5][CH:6]=[CH:7][CH:8]=1)[OH:4].[Na+:24].[Na+:24].[C:1]([NH:10][CH2:11][CH2:12][CH2:13][CH2:14][CH2:15][CH2:16][CH2:17][CH2:18][CH2:19][C:20]([O-:22])=[O:21])(=[O:9])[C:2]1[C:3](=[CH:5][CH:6]=[CH:7][CH:8]=1)[OH:4] |f:1.2,4.5.6.7.8|. Reported procedure: A 1 L Pyrex glass, four-neck, round bottom flask was equipped with an overhead stirrer, reflux condenser, thermocouple temperature read out, and heating mantle. The flask was purged with dry nitrogen and the following reaction conducted under an atmosphere of dry nitrogen. The flask was charged with 100 g of N-salicyloyl-10-aminodecanoic acid and 500 mL absolute ethanol. The slurry was heated to about 40° C. with stirring and all of the solids were dissolved. An addition funnel was attached to t... The solvent is C1CCOC1 (THF), C1CCOC1 (THF). Reaction SMILES: [H-].[Al+3].[Li+].[H-].[H-].[H-].[CH3:7][O:8][C:9]1[C:21]2[CH2:20][CH2:19][C@H:18]3[C@H:14]([CH2:15][C:16](=O)[N:17]3[CH2:22][CH2:23][N:24]3[CH2:29][CH2:28][CH2:27][CH2:26][CH2:25]3)[C:13]=2[CH:12]=[CH:11][CH:10]=1.[NH4+].[Cl-]>C1COCC1>[CH3:7][O:8][C:9]1[C:21]2[CH2:20][CH2:19][C@H:18]3[C@H:14]([CH2:15][CH2:16][N:17]3[CH2:22][CH2:23][N:24]3[CH2:29][CH2:28][CH2:27][CH2:26][CH2:25]3)[C:13]=2[CH:12]=[CH:11][CH:10]=1 |f:0.1.2.3.4.5,7.8|. Reactants: [H-].[Al+3].[Li+].[H-].[H-].[H-] (lithium aluminum hydride), COC1=CC=CC=2[C@H]3CC(N([C@H]3CCC21)CCN2CCCCC2)=O (rac-cis-1,3,3a,4,5,9b-hexahydro-6-methoxy-3-(2-piperidinoethyl)-2H-benzo[e]indol-2-one), [NH4+].[Cl-] (NH4Cl). Reported procedure: 1.0 g (0.0268 mol) of lithium aluminum hydride was suspended in 50 ml of THF under argon. A solution of 4.4 g (0.0134 mol) of rac-cis-1,3,3a,4,5,9b-hexahydro-6-methoxy-3-(2-piperidinoethyl)-2H-benzo[e]indol-2-one in 100 ml of THF was added dropwise thereto and the mixture was boiled under reflux for 1 hour. 25 ml of a saturated aqueous NH4Cl solution was cautiously added dropwise thereto, the mixture was filtered and the filtrate was extracted with ethyl acetate. The organic phase was washed wit... Yields the product COC1=CC=CC=2[C@H]3CCN([C@H]3CCC21)CCN2CCCCC2 (rac-cis-2,3,3a,4,5,9b-hexahydro-6-methoxy-3-(2-piperidinoethyl)-1H-benzo[e]indole). Yield: 90.2%. Starting materials: Br, CC(=O)O, COc1ccc2c(c1)CCC2=O. Product: O=C1CCc2cc(O)ccc21. RXN SMILES: [BrH:13].[C:14]([OH:15])(=[O:16])[CH3:17].[CH3:1][O:2][c:3]1[cH:4][c:5]2[c:9]([cH:10][cH:11]1)[C:8](=[O:12])[CH2:7][CH2:6]2>>[OH:2][c:3]1[cH:4][c:5]2[c:9]([cH:10][cH:11]1)[C:8](=[O:12])[CH2:7][CH2:6]2. Starting materials: ClC1=C(OCCCN)C(=CC=C1)Cl (3-(2,6-dichlorophenoxy)propan-1-amine), FC(C1=C(C=CC=C1)O)(F)F (2-trifluoromethylphenol), ClC1=C(C(=CC=C1)Cl)O (2.6-dichlorophenol). Yields the product FC(C1=C(OCCCN)C=CC=C1)(F)F (3-(2-(trifluoromethyl)phenoxy)propan-1-amine). Isolated yield 80.0%. As a reaction SMILES: Cl[C:2]1[CH:12]=[CH:11][CH:10]=[C:9](Cl)[C:3]=1[O:4][CH2:5][CH2:6][CH2:7][NH2:8].[F:14][C:15]([F:24])([F:23])C1C=CC=CC=1O.ClC1C=CC=C(Cl)C=1O>>[F:14][C:15]([F:24])([F:23])[C:2]1[CH:12]=[CH:11][CH:10]=[CH:9][C:3]=1[O:4][CH2:5][CH2:6][CH2:7][NH2:8]. Reported procedure: Intermediate 10 (50 mg, 0.228 mmol, 80% yield) was prepared as a white powder following the procedure described for Intermediate 9 using 2-trifluoromethylphenol and 2.6-dichlorophenol as starting materials. LC-MS (ESI) 220 (M+H), RT=1.36 min (Method B). Reactants: BrC1=C(C=C2C(=C(NC2=C1)C(CS(=O)(=O)C)=O)C1=NC=CC=C1)Cl (6-bromo-5-chloro-2[(methylsulfonyl)acetyl]-3-(2-pyridyl)indole), [BH4-].[Na+] (sodium borohydride), C (charcoal), C(C)(=O)O (acetic acid). The solvent is C(C)O (ethanol). The product is N1=C(C=CC=C1)C1=CNC2=CC=CC=C12 (3-(2-pyridyl)indole). RXN SMILES: Br[C:2]1[CH:10]=[C:9]2[C:5]([C:6]([C:18]3[CH:23]=[CH:22][CH:21]=[CH:20][N:19]=3)=[C:7](C(=O)CS(C)(=O)=O)[NH:8]2)=[CH:4][C:3]=1Cl.[BH4-].[Na+].C(O)(=O)C.C>C(O)C>[N:19]1[CH:20]=[CH:21][CH:22]=[CH:23][C:18]=1[C:6]1[C:5]2[C:9](=[CH:10][CH:2]=[CH:3][CH:4]=2)[NH:8][CH:7]=1 |f:1.2|. Reported procedure: To 6-bromo-5-chloro-2[(methylsulfonyl)acetyl]-3-(2-pyridyl)indole (2.2 g) in 75 ml of ethanol add 0.175 g of sodium borohydride. After a solution is obtained (about 10 minutes) stir the mixture of another 30 minutes, then slowly add 2 ml of acetic acid. Treat with charcoal, filter and add 100 ml of water to the filtrate to obtain 6-bromo-5-chloro-2[1-hydroxy-2-methylsulfonyl)ethyl]-3-(2-pyridyl)indole. Procedure details: The title compound was prepared via a modification of the synthesis described in U.S. Pat. No. 3,985,737. A solution of 0.51 g (0.001 mole) of diphenylmethyl 7-phenoxyacetamido-3 -hydroxy-3-cephem- 4-carboxylate in 5 mL of acetonitrile was cooled to 0° C. under a nitrogen atmosphere. Then 0.030 g (0.001 mole) of sodium hydride (80% in mineral oil) was added resulting in hydrogen evolution. The reaction mixture was stirred at 0° C. for 5 minutes, and 0.229 g (0.009 mole) of 4-bromobenzenesulfonyl... As a reaction SMILES: [O:1]([CH2:8][C:9]([NH:11][CH:12]1[C:36](=[O:37])[N:14]2[C:15]([C:20]([O:22][CH:23]([C:30]3[CH:35]=[CH:34][CH:33]=[CH:32][CH:31]=3)[C:24]3[CH:29]=[CH:28][CH:27]=[CH:26][CH:25]=3)=[O:21])=[C:16]([OH:19])[CH2:17][S:18][C@H:13]12)=[O:10])[C:2]1[CH:7]=[CH:6][CH:5]=[CH:4][CH:3]=1.[H-].[Na+].[Br:40][C:41]1[CH:46]=[CH:45][C:44]([S:47](Cl)(=[O:49])=[O:48])=[CH:43][CH:42]=1>C(#N)C.[H][H]>[O:1]([CH2:8][C:9]([NH:11][CH:12]1[C:36](=[O:37])[N:14]2[C:15]([C:20]([O:22][CH:23]([C:24]3[CH:25]=[CH:26][CH:27]=[CH:28][CH:29]=3)[C:30]3[CH:35]=[CH:34][CH:33]=[CH:32][CH:31]=3)=[O:21])=[C:16]([O:19][S:47]([C:44]3[CH:45]=[CH:46][C:41]([Br:40])=[CH:42][CH:43]=3)(=[O:49])=[O:48])[CH2:17][S:18][C@H:13]12)=[O:10])[C:2]1[CH:7]=[CH:6][CH:5]=[CH:4][CH:3]=1 |f:1.2|. Solvent: [H][H] (hydrogen), C(C)#N (acetonitrile). Product: O(C1=CC=CC=C1)CC(=O)NC1[C@@H]2N(C(=C(CS2)OS(=O)(=O)C2=CC=C(C=C2)Br)C(=O)OC(C2=CC=CC=C2)C2=CC=CC=C2)C1=O (Diphenylmethyl 7-Phenoxyacetamido-3-[(4-bromophenylsulfonyl)oxy]-3-cephem-4-carboxylate). The yield is 54.1%. Reaction conditions: temperature 0 celsius, time 5 minute. Starting materials: [H-].[Na+] (sodium hydride), O(C1=CC=CC=C1)CC(=O)NC1[C@@H]2N(C(=C(CS2)O)C(=O)OC(C2=CC=CC=C2)C2=CC=CC=C2)C1=O (diphenylmethyl 7-phenoxyacetamido-3 -hydroxy-3-cephem- 4-carboxylate), BrC1=CC=C(C=C1)S(=O)(=O)Cl (4-bromobenzenesulfonyl chloride).